This data is from the Open Reaction Database (ORD), a public repository of structured organic reaction records. The task is: describe an organic reaction: reactants, conditions, products, and yield Run at time 3 day. As a reaction SMILES: [Cl:1][C:2]1[CH:7]=[CH:6][C:5]([CH2:8][CH:9]([C:14]2[CH:19]=[CH:18][CH:17]=[CH:16][CH:15]=2)[C:10]([O:12]C)=[O:11])=[CH:4][CH:3]=1.O.[OH-].[Li+]>C(#N)C.O>[Cl:1][C:2]1[CH:3]=[CH:4][C:5]([CH2:8][CH:9]([C:14]2[CH:15]=[CH:16][CH:17]=[CH:18][CH:19]=2)[C:10]([OH:12])=[O:11])=[CH:6][CH:7]=1 |f:1.2.3|. Procedure: To a mixture of methyl 3-(4-chlorophenyl)-2-phenylpropionate (Step A, 20 g, 74 mmol) in acetonitrile (100 mL) and water (100 mL) was added lithium hydroxide monohydrate (8.8 g, 0.21 mol). After stirring at room temperature for 3 days, the volatile materials were removed by concentrating on a rotary evaporator and the residue was partitioned between water (300 mL) and hexane/ether (1:1, 200 mL). The water layer was separated, acidified to pH=2-3, and extracted with ethyl acetate (2×200 mL) The co... Product: ClC1=CC=C(C=C1)CC(C(=O)O)C1=CC=CC=C1 (3-(4-Chlorophenyl)-2-phenylpropanoic acid). The reactants are ClC1=CC=C(C=C1)CC(C(=O)OC)C1=CC=CC=C1 (methyl 3-(4-chlorophenyl)-2-phenylpropionate), O.[OH-].[Li+] (lithium hydroxide monohydrate). Run in C(C)#N (acetonitrile), O (water). Reactants: [Li]CCCC, Cc1coc(S(C)=O)n1, CCCC(=O)NC(C)CC, C1COCCO1, O. Yields the product CCCC(=O)N(c1nc(C)co1)C(C)CC. RXN SMILES: [CH2:11]([Li:12])[CH2:13][CH2:14][CH3:15].[CH3:16][c:17]1[n:18][c:19]([S:22]([CH3:23])=[O:24])[o:20][cH:21]1.[CH:1]([CH3:2])([CH2:3][CH3:4])[NH:5][C:6]([CH2:7][CH2:8][CH3:9])=[O:10].[O:26]1[CH2:27][CH2:28][O:29][CH2:30][CH2:31]1.[OH2:25]>>[CH:1]([CH3:2])([CH2:3][CH3:4])[N:5]([C:6]([CH2:7][CH2:8][CH3:9])=[O:10])[c:19]1[n:18][c:17]([CH3:16])[cH:21][o:20]1. As a reaction SMILES: [C:1](=[O:2])([c:3]1[cH:4][cH:5][cH:6][cH:7][cH:8]1)[N:9]1[CH2:10][CH2:11][CH:12]([c:15]2[cH:16][n:17][c:18]([CH2:20][c:21]3[cH:22][cH:23][cH:24][cH:25][cH:26]3)[o:19]2)[CH2:13][CH2:14]1.[CH3:29][OH:30].[K+:28].[OH-:27].[OH2:31]>>[NH:9]1[CH2:10][CH2:11][CH:12]([c:15]2[cH:16][n:17][c:18]([CH2:20][c:21]3[cH:22][cH:23][cH:24][cH:25][cH:26]3)[o:19]2)[CH2:13][CH2:14]1. Starting materials: O=C(c1ccccc1)N1CCC(c2cnc(Cc3ccccc3)o2)CC1, CO, [K+], [OH-], O. Product: c1ccc(Cc2ncc(C3CCNCC3)o2)cc1. The reactants are C(C)(=O)[O-].[Na+] (sodium acetate), C1(CCCO1)=O (gamma-butyrolactone), C(CCCCCCCCC)O (1-decanol), C1(=CC=C(C=C1)S(=O)(=O)O)C (p-toluenesulfonic acid). The solvent is C(C)(=O)OCC (ethyl acetate), CCCCCC (hexane). Run at temperature 150 celsius. Product: OCCCC(=O)OCCCCCCCCCC (4-hydroxybutanoic acid, n-decyl ester). The yield is 17.7%. Reaction SMILES: [C:1]1(=[O:6])[O:5][CH2:4][CH2:3][CH2:2]1.[CH2:7]([OH:17])[CH2:8][CH2:9][CH2:10][CH2:11][CH2:12][CH2:13][CH2:14][CH2:15][CH3:16].C1(C)C=CC(S(O)(=O)=O)=CC=1.C([O-])(=O)C.[Na+]>C(OCC)(=O)C.CCCCCC>[OH:6][CH2:1][CH2:2][CH2:3][C:4]([O:17][CH2:7][CH2:8][CH2:9][CH2:10][CH2:11][CH2:12][CH2:13][CH2:14][CH2:15][CH3:16])=[O:5] |f:3.4|. Procedure details: To a mixture of 10 ml of gamma-butyrolactone and 40 ml of 1-decanol was added a crystal of p-toluenesulfonic acid. The reaction mixture was heated at 150° C. for 72 hours with stirring, cooled to room temperature, and then treated with 10 mg of sodium acetate. Flash chromatography (silica; 4:1 hexane:ethyl acetate eluent) afforded 5.6 g (17.7%) of 4-hydroxybutanoic acid, n-decyl ester as an oil. Starting materials: C(C)(C)C1=C(NC2=C(C=CC=C2)[N+](=O)[O-])C(=CC=C1)C(C)C (2,6-diisopropyl-N-(2-nitrophenyl)aniline), [H][H] (hydrogen). The reagents and catalysts are [Pd] (palladium on carbon). Solvent: C(C)O (ethanol). The product is C(C)(C)C1=C(C(=CC=C1)C(C)C)NC=1C(=CC=CC1)N (N1-(2,6-diisopropylphenyl)benzene-1,2-diamine). The yield is 99.0%. As a reaction SMILES: [CH:1]([C:4]1[CH:19]=[CH:18][CH:17]=[C:16]([CH:20]([CH3:22])[CH3:21])[C:5]=1[NH:6][C:7]1[CH:12]=[CH:11][CH:10]=[CH:9][C:8]=1[N+:13]([O-])=O)([CH3:3])[CH3:2].[H][H]>[Pd].C(O)C>[CH:20]([C:16]1[CH:17]=[CH:18][CH:19]=[C:4]([CH:1]([CH3:3])[CH3:2])[C:5]=1[NH:6][C:7]1[C:8]([NH2:13])=[CH:9][CH:10]=[CH:11][CH:12]=1)([CH3:21])[CH3:22]. Reported procedure: 2,6-diisopropyl-N-(2-nitrophenyl)aniline (9.5 g, 32 mmol) and 10% palladium on carbon (0.4 g) were mixed with 150 ml of ethanol under nitrogen in a plastic coated hydrogenation vessel. The mixture was put on a par hydrogenator and reacted under 40 psi of hydrogen until there is no pressure drop. The catalyst was filtered off through a Celite bed. The solvent was evaporated. The product was used for the next step without further purification. 8.5 g of desired product was obtained.